From a dataset of the Open Reaction Database (ORD), a public repository of structured organic reaction records. describe an organic reaction: reactants, conditions, products, and yield Starting materials: BrBr, O=C([O-])[O-], CC(=O)O, Clc1nccnc1N1CCNCC1, [Na+], [Na+], O. The product is Clc1nc(Br)cnc1N1CCNCC1. Reaction SMILES: [Br:20][Br:21].[C:14](=[O:15])([O-:16])[O-:17].[C:23]([OH:24])(=[O:25])[CH3:26].[Cl:1][c:2]1[n:3][cH:4][cH:5][n:6][c:7]1[N:8]1[CH2:9][CH2:10][NH:11][CH2:12][CH2:13]1.[Na+:18].[Na+:19].[OH2:22]>>[Cl:1][c:2]1[n:3][c:4]([Br:20])[cH:5][n:6][c:7]1[N:8]1[CH2:9][CH2:10][NH:11][CH2:12][CH2:13]1. Reactants: [BH4-].[Na+] (Sodium borohydride), C(=O)C=1C=C(C=CC1)C1=CC=C(C=C1)C(=O)OC (methyl 3′-formylbiphenyl-4-carboxylate). Solvent: C(C)O (ethanol). Run at time 50 minute. Yields the product OCC=1C=C(C=CC1)C1=CC=C(C=C1)C(=O)OC (Methyl 3′-hydroxymethylbiphenyl-4-carboxylate). Isolated yield 71.9%. As a reaction SMILES: [BH4-].[Na+].[CH:3]([C:5]1[CH:6]=[C:7]([C:11]2[CH:16]=[CH:15][C:14]([C:17]([O:19][CH3:20])=[O:18])=[CH:13][CH:12]=2)[CH:8]=[CH:9][CH:10]=1)=[O:4]>C(O)C>[OH:4][CH2:3][C:5]1[CH:6]=[C:7]([C:11]2[CH:16]=[CH:15][C:14]([C:17]([O:19][CH3:20])=[O:18])=[CH:13][CH:12]=2)[CH:8]=[CH:9][CH:10]=1 |f:0.1|. Procedure details: Sodium borohydride (132 mg) was added to a solution of methyl 3′-formylbiphenyl-4-carboxylate (720 mg), which is the product of Reference example 14(a), in ethanol (50 ml) at ambient temperature. The mixture was stirred under an atmosphere of nitrogen for 50 minutes. The reaction mixture was quenched with 50% acetic acid and concentrated under reduced pressure. The residue was partitioned between ethyl acetate and water and the layers were separated. The ethyl acetate layer was washed with satur... Reactants: [N+](=O)([O-])C1=C(C=CC2=NC=CC=C2)C=CC=C1 (2-(o-nitrostyryl)pyridine), [N+](=O)([O-])C1=C(C=CC2=NC=CC=C2)C=C(C=C1)OC (2-(2-nitro-5-methoxystyryl)pyridine), Example 2 ( a ). Product: NC1=C(CCC2=NC=CC=C2)C=C(C=C1)OC (2-(2-amino-5-methoxyphenethyl)pyridine), monohydrate. Reaction SMILES: [N+:1]([C:4]1[CH:17]=[CH:16][C:15]([O:18][CH3:19])=[CH:14][C:5]=1[CH:6]=[CH:7][C:8]1[CH:13]=[CH:12][CH:11]=[CH:10][N:9]=1)([O-])=O.[N+](C1C=CC=CC=1C=CC1C=CC=CN=1)([O-])=O>>[NH2:1][C:4]1[CH:17]=[CH:16][C:15]([O:18][CH3:19])=[CH:14][C:5]=1[CH2:6][CH2:7][C:8]1[CH:13]=[CH:12][CH:11]=[CH:10][N:9]=1. Procedure details: Reduction of 2-(2-nitro-5-methoxystyryl)pyridine as described in Example 2 (a) for 2-(o-nitrostyryl)pyridine provides 2-(2-amino-5-methoxyphenethyl)pyridine having a melting point of 77.5-78.5° C. (corr.) as the monohydrate obtained by crystallization from isopropyl acetate-ethanol-water.